This data is from the Open Reaction Database (ORD), a public repository of structured organic reaction records. The task is: describe an organic reaction: reactants, conditions, products, and yield Starting materials: COC([C@@H](NC([C@@H](NC(=O)OC(C)(C)C)C(C(O)=O)C(C)(C)C)=O)CC=1CC=CCC1)=O (β-tert.-butyl-Nα-tert.-butyloxycarbonyl-L-aspartyl-2,5-dihydro-L-phenylalanine methyl ester). Run in FC(C(=O)O)(F)F (trifluoroacetic acid). Run at time 1 hour. Product: COC([C@@H](NC([C@@H](N)CC(O)=O)=O)CC=1CC=CCC1)=O (L-Aspartyl-2,5-dihydro-L-phenylalanine methyl ester). Reaction SMILES: [CH3:1][O:2][C:3](=[O:32])[C@H:4]([CH2:25][C:26]1[CH2:27][CH:28]=[CH:29][CH2:30][CH:31]=1)[NH:5][C:6](=[O:24])[C@H:7]([CH:16](C(C)(C)C)[C:17](=[O:19])[OH:18])[NH:8]C(OC(C)(C)C)=O>FC(F)(F)C(O)=O>[CH3:1][O:2][C:3](=[O:32])[C@H:4]([CH2:25][C:26]1[CH2:27][CH:28]=[CH:29][CH2:30][CH:31]=1)[NH:5][C:6](=[O:24])[C@H:7]([CH2:16][C:17](=[O:18])[OH:19])[NH2:8]. Procedure: β-tert.-butyl-Nα-tert.-butyloxycarbonyl-L-aspartyl-2,5-dihydro-L-phenylalanine methyl ester (13 g.) is dissolved in trifluoroacetic acid (80 ml.) and the solution kept under nitrogen for one hour. The solvent is concentrated in vacuo and the residue is triturated with ether-hexane until it becomes solid. This material is dissolved in water (ca 30 ml.) neutralized with DEAE sephadex (OH cycle), filtered and the filtrate concentrated in vacuo to a small, volume (ca 5 ml.). The dipeptide ester is c... The reactants are O1COC2=C1C=CC(=C2)C=2C[C@H]1C=NC3=C(C(N1C2)=O)C=C(C(=C3)OCCCOC3=CC2=C(C(N1[C@H](C=N2)CC(=C1)C1=CC=C(C=C1)NC([C@H](C)NC([C@H](C(C)C)NC(OCC1C2=CC=CC=C2C=2C=CC=CC12)=O)=O)=O)=O)C=C3OC)OC ((9H-Fluoren-9-yl)methyl ((S)-1-(((S)-1-((4-((S)-8-(3-(((S)-2-(benzo[d][1,3]dioxol-5-yl)-7-methoxy-5-oxo-5,11a-dihydro-1H-pyrrolo[2,1-c][1,4]benzodiazepin-8-yl)oxy)propoxy)-7-methoxy-5-oxo-5,11a-dihydro-1H-pyrrolo[2,1-c][1,4]benzodiazepin-2-yl)phenyl)amino)-1-oxopropan-2-yl)amino)-3-methyl-1-oxobutan-2-yl)carbamate), N1CCCCC1 (piperidine). Run in CN(C)C=O (DMF). Reaction conditions: time 20 minute. The product is N[C@H](C(=O)N[C@H](C(=O)NC1=CC=C(C=C1)C=1C[C@H]2C=NC3=C(C(N2C1)=O)C=C(C(=C3)OCCCOC3=CC1=C(C(N2[C@H](C=N1)CC(=C2)C2=CC1=C(OCO1)C=C2)=O)C=C3OC)OC)C)C(C)C ((S)-2-Amino-N—((S)-1-((4-((S)-8-(3-(((S)-2-(benzo[d][1,3]dioxol-5-yl)-7-methoxy-5-oxo-5,11a-dihydro-1H-pyrrolo[2,1-c][1,4]benzodiazepin-8-yl)oxy)propoxy)-7-methoxy-5-oxo-5,11a-dihydro-1H-pyrrolo[2,1-c][1,4]benzodiazepin-2-yl)phenyl)amino)-1-oxopropan-2-yl)-3-methylbutanamide). Reaction SMILES: [O:1]1[C:5]2[CH:6]=[CH:7][C:8]([C:10]3[CH2:11][C@@H:12]4[N:18]([CH:19]=3)[C:17](=[O:20])[C:16]3[CH:21]=[C:22]([O:83][CH3:84])[C:23]([O:25][CH2:26][CH2:27][CH2:28][O:29][C:30]5[C:80]([O:81][CH3:82])=[CH:79][C:33]6[C:34](=[O:78])[N:35]7[CH:41]=[C:40]([C:42]8[CH:47]=[CH:46][C:45]([NH:48][C:49](=[O:77])[C@@H:50]([NH:52][C:53](=[O:76])[C@@H:54]([NH:58]C(=O)OCC9C%10C=CC=CC=%10C%10C9=CC=CC=%10)[CH:55]([CH3:57])[CH3:56])[CH3:51])=[CH:44][CH:43]=8)[CH2:39][C@H:36]7[CH:37]=[N:38][C:32]=6[CH:31]=5)=[CH:24][C:15]=3[N:14]=[CH:13]4)=[CH:9][C:4]=2[O:3][CH2:2]1.N1CCCCC1>CN(C=O)C>[NH2:58][C@@H:54]([CH:55]([CH3:57])[CH3:56])[C:53]([NH:52][C@@H:50]([CH3:51])[C:49]([NH:48][C:45]1[CH:44]=[CH:43][C:42]([C:40]2[CH2:39][C@@H:36]3[N:35]([CH:41]=2)[C:34](=[O:78])[C:33]2[CH:79]=[C:80]([O:81][CH3:82])[C:30]([O:29][CH2:28][CH2:27][CH2:26][O:25][C:23]4[C:22]([O:83][CH3:84])=[CH:21][C:16]5[C:17](=[O:20])[N:18]6[CH:19]=[C:10]([C:8]7[CH:7]=[CH:6][C:5]8[O:1][CH2:2][O:3][C:4]=8[CH:9]=7)[CH2:11][C@H:12]6[CH:13]=[N:14][C:15]=5[CH:24]=4)=[CH:31][C:32]=2[N:38]=[CH:37]3)=[CH:47][CH:46]=1)=[O:77])=[O:76]. Procedure details: The imine 35 (82 mg, 0.07 mmol, 1 equiv.) was dissolved in DMF (1 mL) before piperidine (0.2 mL, 2 mmol, excess) was added slowly. This solution was left to stir at room temperature for 20 minutes until LC/MS analysis showed complete consumption of starting material. The reaction mixture was diluted with CH2Cl2 (50 mL), washed with water (50 mL×4), dried with MgSO4, filtered and the solvent removed in vacuo. The product 33 was used without further purification in the next step. LC/MS (1.15 min (... Reactants: O=C(c1ncc[nH]1)c1ncc[nH]1, CN(C)C=O, NCCCn1ccnc1, O=C(O)c1n[nH]c2ccccc12. Product: O=C(NCCCn1ccnc1)c1n[nH]c2ccccc12. Reaction SMILES: [C:13]([c:14]1[nH:15][cH:16][cH:17][n:18]1)([c:19]1[nH:20][cH:21][cH:22][n:23]1)=[O:24].[CH3:34][N:35]([CH3:36])[CH:37]=[O:38].[NH2:25][CH2:26][CH2:27][CH2:28][n:29]1[cH:30][n:31][cH:32][cH:33]1.[nH:1]1[n:2][c:3]([C:10](=[O:11])[OH:12])[c:4]2[cH:5][cH:6][cH:7][cH:8][c:9]12>>[nH:1]1[n:2][c:3]([C:10](=[O:12])[NH:25][CH2:26][CH2:27][CH2:28][n:29]2[cH:30][n:31][cH:32][cH:33]2)[c:4]2[cH:5][cH:6][cH:7][cH:8][c:9]12. Reactants: N1(CCNCC1)C(=O)OC(C)(C)C (tert-butyl 1-piperazinecarboxylate), FC=1C=C(C=CC1)[N+](=O)[O-] (3-fluoronitrobenzene), O (water). The solvent is CN1CCCC1=O (NMP). Run at temperature 120 celsius. The product is C(C)(C)(C)OC(=O)N1CCN(CC1)C=1C=C(N)C=CC1 (3-(1-(t-butoxycarbonyl)piperazin-4-yl)aniline). RXN SMILES: [N:1]1([C:7]([O:9][C:10]([CH3:13])([CH3:12])[CH3:11])=[O:8])[CH2:6][CH2:5][NH:4][CH2:3][CH2:2]1.F[C:15]1[CH:16]=[C:17]([N+:21]([O-])=O)[CH:18]=[CH:19][CH:20]=1.O>CN1C(=O)CCC1>[C:10]([O:9][C:7]([N:1]1[CH2:6][CH2:5][N:4]([C:15]2[CH:16]=[C:17]([CH:18]=[CH:19][CH:20]=2)[NH2:21])[CH2:3][CH2:2]1)=[O:8])([CH3:13])([CH3:12])[CH3:11]. Procedure: A mixture of tert-butyl 1-piperazinecarboxylate (4 g, 21.5 mmol) and 3-fluoronitrobenzene (2.3 ml, 21.5 mmol) in anhydrous NMP (5 ml) was heated to 120° C. for 3 days. After cooling water (25 ml) was added and the mixture was extracted with ethyl acetate (2×10 ml). The organic extract was dried over sodium sulfate and the solvent was removed under reduced pressure. The residue was purified by column-chromatography using successively petroleum ether and a mixture of ethyl acetate and petroleum et... Reactants: COc1ccc(-c2cc3cccc(Br)c3o2)cc1, O=CN1CCOCC1, [Cl-], [Li]CCCC, [NH4+], C1CCOC1. Product: COc1ccc(-c2cc3cccc(C=O)c3o2)cc1. Reaction SMILES: [Br:6][c:7]1[cH:8][cH:9][cH:10][c:11]2[cH:12][c:13](-[c:16]3[cH:17][cH:18][c:19]([O:22][CH3:23])[cH:20][cH:21]3)[o:14][c:15]12.[CH:24](=[O:25])[N:26]1[CH2:27][CH2:28][O:29][CH2:30][CH2:31]1.[Cl-:32].[Li:1][CH2:2][CH2:3][CH2:4][CH3:5].[NH4+:33].[O:34]1[CH2:35][CH2:36][CH2:37][CH2:38]1>>[c:7]1([CH:24]=[O:25])[cH:8][cH:9][cH:10][c:11]2[cH:12][c:13](-[c:16]3[cH:17][cH:18][c:19]([O:22][CH3:23])[cH:20][cH:21]3)[o:14][c:15]12. Starting materials: [Br-], CN(C(=O)C1CCN(Cc2ccccc2)C1)C1CCN(C(=O)OC(C)(C)C)CC1, CC[Mg+], C1CCOC1, CC(C)[O-], CC(C)[O-], CC(C)[O-], CC(C)[O-], [Ti+4]. Yields the product CN(C1CCN(C(=O)OC(C)(C)C)CC1)C1(C2CCN(Cc3ccccc3)C2)CC1. RXN SMILES: [Br-:1].[C:5]([CH3:6])([CH3:7])([CH3:8])[O:9][C:10](=[O:11])[N:12]1[CH2:13][CH2:14][CH:15]([N:18]([CH3:19])[C:20](=[O:21])[CH:22]2[CH2:23][N:24]([CH2:27][c:28]3[cH:29][cH:30][cH:31][cH:32][cH:33]3)[CH2:25][CH2:26]2)[CH2:16][CH2:17]1.[CH2:2]([CH3:3])[Mg+:4].[CH2:34]1[O:35][CH2:36][CH2:37][CH2:38]1.[CH3:39][CH:40]([CH3:41])[O-:42].[CH3:44][CH:45]([CH3:46])[O-:47].[CH3:48][CH:49]([CH3:50])[O-:51].[CH3:52][CH:53]([CH3:54])[O-:55].[Ti+4:43]>>[CH2:2]1[CH2:3][C:20]1([N:18]([CH:15]1[CH2:14][CH2:13][N:12]([C:10]([O:9][C:5]([CH3:6])([CH3:7])[CH3:8])=[O:11])[CH2:17][CH2:16]1)[CH3:19])[CH:22]1[CH2:23][N:24]([CH2:27][c:28]2[cH:29][cH:30][cH:31][cH:32][cH:33]2)[CH2:25][CH2:26]1. The reactants are CCCc1c(CSc2nnc(SCc3ccc(OCC(=O)OCC)cc3)s2)ccc(C(C)=O)c1O, CCOC(C)=O, CO, Cl, [Na+], [OH-]. Product: CCCc1c(CSc2nnc(SCc3ccc(OCC(=O)O)cc3)s2)ccc(C(C)=O)c1O. As a reaction SMILES: [C:1]([CH3:2])(=[O:3])[c:4]1[c:5]([OH:35])[c:6]([CH2:32][CH2:33][CH3:34])[c:7]([CH2:8][S:9][c:10]2[n:11][n:12][c:13]([S:15][CH2:16][c:17]3[cH:18][cH:19][c:20]([O:21][CH2:22][C:23](=[O:24])[O:25][CH2:26][CH3:27])[cH:28][cH:29]3)[s:14]2)[cH:30][cH:31]1.[CH3:38][CH2:39][O:40][C:41](=[O:42])[CH3:43].[CH3:45][OH:46].[ClH:44].[Na+:37].[OH-:36]>>[C:1]([CH3:2])(=[O:3])[c:4]1[c:5]([OH:35])[c:6]([CH2:32][CH2:33][CH3:34])[c:7]([CH2:8][S:9][c:10]2[n:11][n:12][c:13]([S:15][CH2:16][c:17]3[cH:18][cH:19][c:20]([O:21][CH2:22][C:23](=[O:24])[OH:25])[cH:28][cH:29]3)[s:14]2)[cH:30][cH:31]1. The reactants are IC1=NN(C2=CC(=CC=C12)C(=C)C1=CC=CC=C1)COCC[Si](C)(C)C (3-Iodo-6-(1-phenyl-vinyl)-1-[2-(trimethyl-silanyl)-ethoxymethyl]-1H-indazole), C([O-])(O)=O.[Na+] (sodium bicarbonate), E-2-Bromostyrene, [Li]C(C)(C)C (t-BuLi). Reagents/catalysts: C=1C=CC(=CC1)[P](C=2C=CC=CC2)(C=3C=CC=CC3)[Pd]([P](C=4C=CC=CC4)(C=5C=CC=CC5)C=6C=CC=CC6)([P](C=7C=CC=CC7)(C=8C=CC=CC8)C=9C=CC=CC9)[P](C=1C=CC=CC1)(C=1C=CC=CC1)C=1C=CC=CC1 (Pd(PPh3)4), [Cl-].[Zn+2].[Cl-] (zinc chloride). The solvent is C1CCOC1 (THF). Reaction conditions: temperature 42 celsius, time 20 minute. Yields the product N1N=CC2=CC=CC=C12 (1H-indazole). Yield: 197.0%. As a reaction SMILES: [Li]C(C)(C)C.I[C:7]1[C:15]2[C:10](=[CH:11][C:12](C(C3C=CC=CC=3)=C)=[CH:13][CH:14]=2)[N:9](COCC[Si](C)(C)C)[N:8]=1.C(=O)(O)[O-].[Na+]>C1COCC1.[Cl-].[Zn+2].[Cl-].C1C=CC([P]([Pd]([P](C2C=CC=CC=2)(C2C=CC=CC=2)C2C=CC=CC=2)([P](C2C=CC=CC=2)(C2C=CC=CC=2)C2C=CC=CC=2)[P](C2C=CC=CC=2)(C2C=CC=CC=2)C2C=CC=CC=2)(C2C=CC=CC=2)C2C=CC=CC=2)=CC=1>[NH:9]1[C:10]2[C:15](=[CH:14][CH:13]=[CH:12][CH:11]=2)[CH:7]=[N:8]1 |f:2.3,5.6.7,^1:48,50,69,88|. Reported procedure: E-2-Bromostyrene (23 μL, 0.174 mmol, 2.5 equiv) was dissolved in THF (1.0 mL) and was cooled to −78° C. t-BuLi (205 μL, 0.348 mmol, 5.00 equiv) was added and the mixture was warmed to 42° C. for 7 min to give a deep red mixture. The solution was added to freshly dried zinc chloride (29 mg, 0.209 mmol, 3.00 equiv) via cannula and the mix was allowed to warm to 23° C. with stirring for 20 min. This solution was added to a neat mixture of 3-Iodo-6-(1-phenyl-vinyl)-1-[2-(trimethyl-silanyl)-ethoxymet... The reactants are COC(=O)c1ccc(CBr)cc1, COCCOC, CC1(C)CCC(C)(C)c2cc(C(=O)Cl)ccc21, Cl[Pd]Cl, [Zn], c1ccc(P(c2ccccc2)c2ccccc2)cc1, c1ccc(P(c2ccccc2)c2ccccc2)cc1. Product: COC(=O)c1ccc(CC(=O)c2ccc3c(c2)C(C)(C)CCC3(C)C)cc1. As a reaction SMILES: [Br:18][CH2:19][c:20]1[cH:21][cH:22][c:23]([C:24](=[O:25])[O:26][CH3:27])[cH:28][cH:29]1.[CH2:30]([CH2:31][O:32][CH3:33])[O:34][CH3:35].[CH3:1][C:2]1([CH3:17])[c:3]2[cH:4][cH:5][c:6]([C:14](=[O:15])[Cl:16])[cH:7][c:8]2[C:9]([CH3:12])([CH3:13])[CH2:10][CH2:11]1.[Pd:36]([Cl:37])[Cl:38].[Zn:77].[c:39]1([P:40]([c:41]2[cH:42][cH:43][cH:44][cH:45][cH:46]2)[c:47]2[cH:48][cH:49][cH:50][cH:51][cH:52]2)[cH:53][cH:54][cH:55][cH:56][cH:57]1.[c:58]1([P:59]([c:60]2[cH:61][cH:62][cH:63][cH:64][cH:65]2)[c:66]2[cH:67][cH:68][cH:69][cH:70][cH:71]2)[cH:72][cH:73][cH:74][cH:75][cH:76]1>>[CH3:1][C:2]1([CH3:17])[c:3]2[cH:4][cH:5][c:6]([C:14](=[O:15])[CH2:19][c:20]3[cH:21][cH:22][c:23]([C:24](=[O:25])[O:26][CH3:27])[cH:28][cH:29]3)[cH:7][c:8]2[C:9]([CH3:12])([CH3:13])[CH2:10][CH2:11]1.